Dataset: the Open Reaction Database (ORD), a public repository of structured organic reaction records. Task: describe an organic reaction: reactants, conditions, products, and yield The reactants are N12CC(C(CC1)CC2)NC(=O)C=2OC(=CC2)C2=CC=C(C=C2)[N+](=O)[O-] (5-(4-nitro-phenyl)-furan-2-carboxylic acid(1-aza-bicyclo[2.2.2]oct-3-yl)-amide). The reagents and catalysts are [Pd] (palladium on carbon). The solvent is C(C)O (ethanol). Reaction conditions: time 2 hour. The product is N12CC(C(CC1)CC2)NC(=O)C=2OC(=CC2)C2=CC=C(C=C2)N ((±)5-(4-Amino-phenyl)-furan-2-carboxylic acid(1-aza-bicyclo[2.2.2]oct-3-yl)-amide). RXN SMILES: [N:1]12[CH2:8][CH2:7][CH:4]([CH2:5][CH2:6]1)[CH:3]([NH:9][C:10]([C:12]1[O:13][C:14]([C:17]3[CH:22]=[CH:21][C:20]([N+:23]([O-])=O)=[CH:19][CH:18]=3)=[CH:15][CH:16]=1)=[O:11])[CH2:2]2>[Pd].C(O)C>[N:1]12[CH2:6][CH2:5][CH:4]([CH2:7][CH2:8]1)[CH:3]([NH:9][C:10]([C:12]1[O:13][C:14]([C:17]3[CH:18]=[CH:19][C:20]([NH2:23])=[CH:21][CH:22]=3)=[CH:15][CH:16]=1)=[O:11])[CH2:2]2. Procedure: A mixture of 5-(4-nitro-phenyl)-furan-2-carboxylic acid(1-aza-bicyclo[2.2.2]oct-3-yl)-amide (5.0 g, 14.6 mmol), palladium on carbon (0.5 g, 10%) and ethanol (250 ml) was stirred under hydrogen atmosphere for 2 hours. The palladium was filtered off on celite. The crude mixture was purified by silica gel chromatography, using a mixture of dichloromethane:methanol (9:1) and 1% methanol as eluent. Yield 2.5 g (55%). M.p. 103-113° C. Starting materials: ICCCc1ccc(CCCCCOc2ccccc2)cc1, COC(=O)c1ccc(O)c(C(=O)NC2CCCC(C(=O)OC)C2)c1. The product is COC(=O)c1ccc(OCCCc2ccc(CCCCCOc3ccccc3)cc2)c(C(=O)NC2CCCC(C(=O)OC)C2)c1. Reaction SMILES: [I:25][CH2:26][CH2:27][CH2:28][c:29]1[cH:30][cH:31][c:32]([CH2:35][CH2:36][CH2:37][CH2:38][CH2:39][O:40][c:41]2[cH:42][cH:43][cH:44][cH:45][cH:46]2)[cH:33][cH:34]1.[OH:1][c:2]1[c:3]([C:12](=[O:13])[NH:14][CH:15]2[CH2:16][CH:17]([C:21](=[O:22])[O:23][CH3:24])[CH2:18][CH2:19][CH2:20]2)[cH:4][c:5]([C:6](=[O:7])[O:8][CH3:9])[cH:10][cH:11]1>>[O:1]([c:2]1[c:3]([C:12](=[O:13])[NH:14][CH:15]2[CH2:16][CH:17]([C:21](=[O:22])[O:23][CH3:24])[CH2:18][CH2:19][CH2:20]2)[cH:4][c:5]([C:6](=[O:7])[O:8][CH3:9])[cH:10][cH:11]1)[CH2:26][CH2:27][CH2:28][c:29]1[cH:30][cH:31][c:32]([CH2:35][CH2:36][CH2:37][CH2:38][CH2:39][O:40][c:41]2[cH:42][cH:43][cH:44][cH:45][cH:46]2)[cH:33][cH:34]1. Procedure: The procedure in Example 5A was substantially repeated, except that 68.48 grams (0.60 mole) of ε-caprolactone and 40.83 grams (0.40 mole) of p-dioxanone were used. The copolymer was dried under vacuum (0.1 mm Hg) at 80° C. for about 80 hours to remove any unreacted monomer. The copolymer had an inherent viscosity of 0.19 dL/g in HFIP at 25° C. The copolymer was a liquid at room temperature. The molar ratio of PCL/PDS was found to be 57.2/42.8 by proton NMR. Reactants: C1(CCCCCO1)=O (ε-caprolactone), O1C(COCC1)=O (p-dioxanone). As a reaction SMILES: [C:1]1(=[O:8])[O:7][CH2:6][CH2:5][CH2:4][CH2:3][CH2:2]1.[O:9]1[CH2:14][CH2:13][O:12][CH2:11][C:10]1=[O:15]>>[C:1]1(=[O:8])[O:7][CH2:6][CH2:5][CH2:4][CH2:3][CH2:2]1.[O:9]1[CH2:14][CH2:13][O:12][CH2:11][C:10]1=[O:15] |f:2.3|. Product: C1(CCCCCO1)=O.O1C(COCC1)=O (ε-CAPROLACTONE p-DIOXANONE).